describe an organic reaction: reactants, conditions, products, and yield From a dataset of the Open Reaction Database (ORD), a public repository of structured organic reaction records. As a reaction SMILES: [Br:1][c:2]1[cH:3][c:4]([OH:8])[cH:5][n:6][cH:7]1.[C:9]([CH3:10])([CH3:11])([CH3:12])[O:13][C:14]([NH:15][CH:16]([CH2:17][OH:18])[c:19]1[cH:20][cH:21][cH:22][cH:23][cH:24]1)=[O:25].[CH2:45]1[O:46][CH2:47][CH2:48][CH2:49]1.[c:26]1([P:27]([c:28]2[cH:29][cH:30][cH:31][cH:32][cH:33]2)[c:34]2[cH:35][cH:36][cH:37][cH:38][cH:39]2)[cH:40][cH:41][cH:42][cH:43][cH:44]1>>[Br:1][c:2]1[cH:3][c:4]([O:8][CH2:17][CH:16]([NH:15][C:14]([O:13][C:9]([CH3:10])([CH3:11])[CH3:12])=[O:25])[c:19]2[cH:20][cH:21][cH:22][cH:23][cH:24]2)[cH:5][n:6][cH:7]1. Reactants: Oc1cncc(Br)c1, CC(C)(C)OC(=O)NC(CO)c1ccccc1, C1CCOC1, c1ccc(P(c2ccccc2)c2ccccc2)cc1. The product is CC(C)(C)OC(=O)NC(COc1cncc(Br)c1)c1ccccc1. Reaction SMILES: [CH3:28][C:29](=[O:30])[OH:31].[F:1][c:2]1[cH:3][c:4]2[c:5]([cH:11][c:12]1[N:13]1[NH:14][CH2:15][C:16](=[O:23])[N:17]([CH:20]([F:21])[F:22])[CH:18]1[CH3:19])[NH:6][C:7](=[O:10])[CH2:8][O:9]2.[OH:24][N+:25]([O-:26])=[O:27]>>[F:1][c:2]1[cH:3][c:4]2[c:5]([c:11]([N+:25](=[O:24])[O-:26])[c:12]1[N:13]1[NH:14][CH2:15][C:16](=[O:23])[N:17]([CH:20]([F:21])[F:22])[CH:18]1[CH3:19])[NH:6][C:7](=[O:10])[CH2:8][O:9]2. Product: CC1N(c2c(F)cc3c(c2[N+](=O)[O-])NC(=O)CO3)NCC(=O)N1C(F)F. Starting materials: CC(=O)O, CC1N(c2cc3c(cc2F)OCC(=O)N3)NCC(=O)N1C(F)F, O=[N+]([O-])O. Reactants: C(C)(C)(C)OC(NC1=C(C=C(C=C1)C1=C(C=CC=C1)F)N)=O ((3-amino-2′-fluoro-biphenyl-4-yl)-carbamic acid tert-butyl ester), C(C)(C)(C)OC(CC(=O)C1=CC(=CC=C1)C=1C=NC(=CC1)C)=O (3-[3-(6-methyl-pyridin-3-yl)-phenyl]-3-oxo-propionic acid tert-butyl ester). Product: C(C)(C)(C)OC(NC1=C(C=C(C=C1)C1=C(C=CC=C1)F)NC(CC(=O)C1=CC(=CC=C1)C=1C=NC(=CC1)C)=O)=O ((2′-Fluoro-3-{3-[3-(6-methyl-pyridin-3-yl)-phenyl]-3-oxo-propionylamino}-biphenyl-4-yl)-carbamic acid tert-butyl ester), solid. RXN SMILES: [C:1]([O:5][C:6](=[O:22])[NH:7][C:8]1[CH:13]=[CH:12][C:11]([C:14]2[CH:19]=[CH:18][CH:17]=[CH:16][C:15]=2[F:20])=[CH:10][C:9]=1[NH2:21])([CH3:4])([CH3:3])[CH3:2].C([O:27][C:28](=O)[CH2:29][C:30]([C:32]1[CH:37]=[CH:36][CH:35]=[C:34]([C:38]2[CH:39]=[N:40][C:41]([CH3:44])=[CH:42][CH:43]=2)[CH:33]=1)=[O:31])(C)(C)C>>[C:1]([O:5][C:6](=[O:22])[NH:7][C:8]1[CH:13]=[CH:12][C:11]([C:14]2[CH:19]=[CH:18][CH:17]=[CH:16][C:15]=2[F:20])=[CH:10][C:9]=1[NH:21][C:28](=[O:27])[CH2:29][C:30]([C:32]1[CH:37]=[CH:36][CH:35]=[C:34]([C:38]2[CH:39]=[N:40][C:41]([CH3:44])=[CH:42][CH:43]=2)[CH:33]=1)=[O:31])([CH3:4])([CH3:2])[CH3:3]. Procedure: The title compound was prepared from (3-amino-2′-fluoro-biphenyl-4-yl)-carbamic acid tert-butyl ester [CAS-No. 335255-65-7] (227 mg, 0.75 mmol) and 3-[3-(6-methyl-pyridin-3-yl)-phenyl]-3-oxo-propionic acid tert-butyl ester (Example K4) (234 mg, 0.75 mmol) according to the general procedure M. Obtained as a yellow solid (347 mg).